This data is from the Open Reaction Database (ORD), a public repository of structured organic reaction records. The task is: describe an organic reaction: reactants, conditions, products, and yield The reactants are [C@@]12(C(CC[C@H](C1(C)C)C2)(C)O)O (cis-pinanediol), CS(=O)C (DMSO), N1=CC=CC=C1 (pyridine). The solvent is C(C)N(CC)CC (triethylamine). Product: OC1(C2C(C(CC1=O)C2)(C)C)C (2-hydroxy-3-pinanone). RXN SMILES: [C@@:1]12(O)[CH2:9][C@@H:5]([C:6]1([CH3:8])[CH3:7])[CH2:4][CH2:3][C:2]2([OH:11])[CH3:10].CS(C)=[O:15].N1C=CC=CC=1>C(N(CC)CC)C>[OH:11][C:2]1([CH3:10])[C:3](=[O:15])[CH2:4][CH:5]2[CH2:9][CH:1]1[C:6]2([CH3:8])[CH3:7]. Reported procedure: oxidizing cis-pinanediol with DMSO activated by pyridine.SO3 and triethylamine in an appropriate solvent to form 2-hydroxy-3-pinanone; Reactants: [Si](C)(C)(C(C)(C)C)OCCN(C(=O)C1=NC(=NC(=C1OCC1=CC=CC=C1)O)CC1=C(C=C(C=C1)Cl)Br)C(C)C (5-benzyloxy-2-(2-bromo-4-chlorobenzyl)-6-hydroxypyrimidine-4-carboxylic acid [2-(tert-butyl-dimethylsilanyloxy)-ethyl]-isopropylamide), C(C)(=O)OCC (ethyl acetate). Solvent: CCCCCC (hexane), O1CCCC1 (tetrahydrofuran), Cl (HCl). Reaction conditions: time 1 hour. Yields the product OCCN(C(=O)C1=NC(=NC(=C1OCC1=CC=CC=C1)O)CC1=C(C=C(C=C1)Cl)Br)C(C)C (5-benzyloxy-2-(2-bromo-4-chlorobenzyl)-6-hydroxypyrimidine-4-carboxylicacid(2-hydroxyethyl)-isopropylamide). The yield is 85.4%. RXN SMILES: [Si]([O:8][CH2:9][CH2:10][N:11]([CH:38]([CH3:40])[CH3:39])[C:12]([C:14]1[C:19]([O:20][CH2:21][C:22]2[CH:27]=[CH:26][CH:25]=[CH:24][CH:23]=2)=[C:18]([OH:28])[N:17]=[C:16]([CH2:29][C:30]2[CH:35]=[CH:34][C:33]([Cl:36])=[CH:32][C:31]=2[Br:37])[N:15]=1)=[O:13])(C(C)(C)C)(C)C.C(OCC)(=O)C>O1CCCC1.Cl.CCCCCC>[OH:8][CH2:9][CH2:10][N:11]([CH:38]([CH3:40])[CH3:39])[C:12]([C:14]1[C:19]([O:20][CH2:21][C:22]2[CH:23]=[CH:24][CH:25]=[CH:26][CH:27]=2)=[C:18]([OH:28])[N:17]=[C:16]([CH2:29][C:30]2[CH:35]=[CH:34][C:33]([Cl:36])=[CH:32][C:31]=2[Br:37])[N:15]=1)=[O:13]. Reported procedure: To a stirred solution of 5-benzyloxy-2-(2-bromo-4-chlorobenzyl)-6-hydroxypyrimidine-4-carboxylic acid [2-(tert-butyl-dimethylsilanyloxy)-ethyl]-isopropylamide (378) (5.7 g, 8.80 mmol) in tetrahydrofuran (50 mL), 1N HCl (15 mL) was added and the reaction mixture was stirred for 1 h at room temperature while silica thin layer chromatography was performed (70% ethyl acetate in hexane; Rf=0.2). After completion of the reaction, volatiles were removed and the residue was diluted with water (30 mL) an... Product: O=C1[C@]2(C=3C(=NC=CC3)N1)CC1=C(C=C3C=CC(=NC3=C1)C(=O)O)C2 ((S)-2′-Oxo-1′,2′,6,8-tetrahydrospiro[cyclopenta[g]quinoline-7,3′-pyrrolo[2,3-b]pyridine]-2-carboxylic acid). The solvent is O1CCOCC1 (dioxane), O (H2O). RXN SMILES: [O:1]=[C:2]1[NH:10][C:5]2=[N:6][CH:7]=[CH:8][CH:9]=[C:4]2[C@:3]21[CH2:24][C:13]1[CH:14]=[C:15]3[C:20](=[CH:21][C:12]=1[CH2:11]2)[N:19]=[C:18]([CH:22]=[O:23])[CH:17]=[CH:16]3.[Se](=O)=[O:26]>O1CCOCC1.O>[O:1]=[C:2]1[NH:10][C:5]2=[N:6][CH:7]=[CH:8][CH:9]=[C:4]2[C@:3]21[CH2:24][C:13]1[CH:14]=[C:15]3[C:20](=[CH:21][C:12]=1[CH2:11]2)[N:19]=[C:18]([C:22]([OH:26])=[O:23])[CH:17]=[CH:16]3. Starting materials: O=C1[C@]2(C=3C(=NC=CC3)N1)CC1=C(C=C3C=CC(=NC3=C1)C=O)C2 ((S)-2′-oxo-1′,2′,6,8-tetrahydrospiro[cyclopenta[g]quinoline-7,3′-pyrrolo[2,3-b]pyridine]-2-carbaldehyde), O=C1[C@]2(C=3C(=NC=CC3)N1)CC1=C(C=C3C=CC(=NC3=C1)C=O)C2 ((S)-2′-oxo-1′,2′,6,8-tetrahydrospiro[cyclopenta[g]quinoline-7,3′-pyrrolo[2,3-b]pyridine]-2-carbaldehyde), [Se](=O)=O (selenium dioxide). Procedure: A mixture of (S)-2-methyl-6,8-dihydrospiro[cyclopenta[g]quinoline-7,3′-pyrrolo[2,3-b]pyridin]-2′(1′H)-one (500 mg, 1.66 mmol, described in Intermediate 6) and selenium dioxide (552 mg, 4.97 mmol) in dioxane (30 mL) and H2O (3 mL) was heated at reflux for 18 h. The reaction mixture was allowed to cool, then it was filtered through a pad of Celite, and the filtrate was concentrated in vacuo to give the title compound. MS: m/z=332 (M+1).